This data is from the Open Reaction Database (ORD), a public repository of structured organic reaction records. The task is: describe an organic reaction: reactants, conditions, products, and yield Starting materials: NC1=C(OC=2C=C(C(C#N)=CC2)C#N)C=CC=C1 (4-(2-Aminophenoxy)phthalonitrile), C(C)(=O)OC(C)=O (acetic acid anhydride). Product: C(#N)C=1C=C(OC2=C(C=CC=C2)NC(C)=O)C=CC1C#N (N-[2-(3,4-dicyanophenoxy)phenyl]acetamide). RXN SMILES: [NH2:1][C:2]1[CH:18]=[CH:17][CH:16]=[CH:15][C:3]=1[O:4][C:5]1[CH:6]=[C:7]([C:13]#[N:14])[C:8](=[CH:11][CH:12]=1)[C:9]#[N:10].[C:19](OC(=O)C)(=[O:21])[CH3:20]>>[C:13]([C:7]1[CH:6]=[C:5]([CH:12]=[CH:11][C:8]=1[C:9]#[N:10])[O:4][C:3]1[CH:15]=[CH:16][CH:17]=[CH:18][C:2]=1[NH:1][C:19](=[O:21])[CH3:20])#[N:14]. Procedure details: 4-(2-Aminophenoxy)phthalonitrile (0.54 g, 2.3 mmol) was stirred in acetic acid anhydride (20 ml) at room temperature for 1 hour. The reaction mixture was poured into crushed ice. The precipitate was filtered off and washed with water and dried in vacuo to give N-[2-(3,4-dicyanophenoxy)phenyl]acetamide as white crystals (yield: 0.57 g, (89%)). Mp: 152.2-153.7° C.